Dataset: the Open Reaction Database (ORD), a public repository of structured organic reaction records. Task: describe an organic reaction: reactants, conditions, products, and yield Starting materials: OCCCO, CON=C(C(C)=O)C(C)=O, COC(OC)OC, Cc1ccc(S(=O)(=O)O)cc1. Yields the product CON=C(C(C)=O)C1(C)OCCCO1. RXN SMILES: [CH2:11]([CH2:12][CH2:13][OH:14])[OH:15].[CH3:1][O:2][N:3]=[C:4]([C:5]([CH3:6])=[O:7])[C:8]([CH3:9])=[O:10].[CH:16]([O:17][CH3:18])([O:19][CH3:20])[O:21][CH3:22].[c:23]1([CH3:24])[cH:25][cH:26][c:27]([S:28]([OH:29])(=[O:30])=[O:31])[cH:32][cH:33]1>>[CH3:1][O:2][N:3]=[C:4]([C:5]([CH3:6])=[O:7])[C:8]1([CH3:9])[O:10][CH2:11][CH2:12][CH2:13][O:14]1.